Dataset: the Open Reaction Database (ORD), a public repository of structured organic reaction records. Task: describe an organic reaction: reactants, conditions, products, and yield Reactants: CCOC(=O)C (EtOAc), ClC=1C=2N(C(=CN1)C=1C=CC(=NC1)N1CCN(CC1)C(=O)OC(C)(C)C)C=C(N2)CO (tert-Butyl 4-(5-(8-chloro-2-(hydroxymethyl)imidazo[1,2-a]pyrazin-5-yl)pyridin-2-yl)piperazine-1-carboxylate), N1C(CNCC1)=O (piperazin-2-one), C(=O)([O-])[O-].[K+].[K+] (K2CO3). Run in CN(C)C=O (DMF). Conditions: temperature 130 celsius, time 6 hour. The product is OCC=1N=C2N(C(=CN=C2N2CC(NCC2)=O)C=2C=CC(=NC2)N2CCN(CC2)C(=O)OC(C)(C)C)C1 (tert-Butyl 4-(5-(2-(hydroxymethyl)-8-(3-oxopiperazin-1-yl)imidazo[1,2-a]pyrazin-5-yl)pyridin-2-yl)piperazine-1-carboxylate). As a reaction SMILES: Cl[C:2]1[C:3]2[N:4]([CH:27]=[C:28]([CH2:30][OH:31])[N:29]=2)[C:5]([C:8]2[CH:9]=[CH:10][C:11]([N:14]3[CH2:19][CH2:18][N:17]([C:20]([O:22][C:23]([CH3:26])([CH3:25])[CH3:24])=[O:21])[CH2:16][CH2:15]3)=[N:12][CH:13]=2)=[CH:6][N:7]=1.[NH:32]1[CH2:37][CH2:36][NH:35][CH2:34][C:33]1=[O:38].C([O-])([O-])=O.[K+].[K+].CCOC(C)=O>CN(C=O)C>[OH:31][CH2:30][C:28]1[N:29]=[C:3]2[C:2]([N:35]3[CH2:36][CH2:37][NH:32][C:33](=[O:38])[CH2:34]3)=[N:7][CH:6]=[C:5]([C:8]3[CH:9]=[CH:10][C:11]([N:14]4[CH2:15][CH2:16][N:17]([C:20]([O:22][C:23]([CH3:26])([CH3:25])[CH3:24])=[O:21])[CH2:18][CH2:19]4)=[N:12][CH:13]=3)[N:4]2[CH:27]=1 |f:2.3.4|. Procedure: A mixture of compound 87c (90.0 mg, 0.202 mmol), piperazin-2-one (40.5 mg, 0.405 mmol) and K2CO3 (55.9 mg, 0.405 mmol) in 2.5 mL of DMF was stirred at 130° C. for 6 h under an Argon atmosphere. After cooling to rt, the mixture was treated with 30 mL of EtOAc and washed with saturated NH4Cl (20 mL), water (20 mL), brine (10 mL) and then dried over Na2SO4. The solvent was removed under reduced pressure and the residue was purified by flash column chromatography on silica gel (0-7 MeOH/DCM) to give... Starting materials: O=C1NC=2N(CC1)N=C(C2C#N)C=2C=NC=CC2 (5-oxo-2-(pyridin-3-yl)-4,5,6,7-tetrahydropyrazolo[1,5-a]pyrimidine-3-carbonitrile), [H-].[Na+] (NaH), O (water), CI (methyl iodide). Run in CN(C)C=O (DMF). Conditions: temperature 0 celsius, time 30 minute. Product: CN1C=2N(CCC1=O)N=C(C2C#N)C=2C=NC=CC2 (4-methyl-5-oxo-2-(pyridine-3-yl)-4,5,6,7-tetrahydropyrazolo[1,5-a]pyrimidine-3-carbonitrile). Reaction SMILES: [O:1]=[C:2]1[CH2:7][CH2:6][N:5]2[N:8]=[C:9]([C:13]3[CH:14]=[N:15][CH:16]=[CH:17][CH:18]=3)[C:10]([C:11]#[N:12])=[C:4]2[NH:3]1.[H-].[Na+].[CH3:21]I.O>CN(C=O)C>[CH3:21][N:3]1[C:2](=[O:1])[CH2:7][CH2:6][N:5]2[N:8]=[C:9]([C:13]3[CH:14]=[N:15][CH:16]=[CH:17][CH:18]=3)[C:10]([C:11]#[N:12])=[C:4]12 |f:1.2|. Procedure details: To a solution of 5-oxo-2-(pyridin-3-yl)-4,5,6,7-tetrahydropyrazolo[1,5-a]pyrimidine-3-carbonitrile (50 mg, 0.21 mmol) in DMF (2 mL) was added NaH (17 mg, 0.42 mmol) at 0° C. The resulting mixture was stirred at 0° C. for 30 mins, then methyl iodide (30 mg, 0.21 mmol) was added. The mixture was stirred at 0° C. for an additional 30 mins. 1 mL of water was added to quench the reaction which was extracted with ethyl acetate. The combined organic extracts were dried, filtered and concentrated in vac...